Dataset: the Open Reaction Database (ORD), a public repository of structured organic reaction records. Task: describe an organic reaction: reactants, conditions, products, and yield Starting materials: solution, C1CN2CCN1CC2 (Dabco), C1(OCC(C)O1)=O (propylene carbonate), 861, O=C=NC1CC(CN=C=O)(CC(C1)(C)C)C (isophorone diisocyanate), C1CN2CCN1CC2 (Dabco), C1(OCC(C)O1)=O (propylene carbonate), solids, C1(OCC(C)O1)=O (propylene carbonate). Conditions: temperature 131 celsius, time 8 minute. The product is tri-isocyanato-isocyanurate, [N-]=C=O.[N-]=C=O.O=C1C=C(CC(C)(C)C1)C (isophorone di-isocyanate). Reaction SMILES: [O:1]=[C:2]=[N:3][CH:4]1[CH2:13][C:12]([CH3:15])([CH3:14])[CH2:11][C:6](C)([CH2:7]N=C=O)[CH2:5]1.C1N2CCN(CC2)C1.C1(=O)OC(C)C[O:26]1>>[N-:3]=[C:2]=[O:1].[N-:3]=[C:2]=[O:1].[O:26]=[C:4]1[CH2:13][C:12]([CH3:15])([CH3:14])[CH2:11][C:6]([CH3:7])=[CH:5]1 |f:3.4.5|. Procedure: A mixture of 861 parts of isophorone diisocyanate, 535.95 parts of propylene carbonate and 2.15 parts of Dabco TMR* is stirred and gradually heated. When the temperature reaches 55° C. heating is discontinued. The exothermic reaction raises the temperature to 131° C. in 15 minutes. After cooling to 89° C., 5.8 parts of a 10% solution of Dabco TMR* in propylene carbonate is added. The temperature rises to 90° C. in 8 minutes. After heating to 132° C. it is allowed to cool. 1397.1 parts of this pr... Starting materials: NS(=O)(=O)c1cc2c(cc1Cl)NCN(CCBr)S2(=O)=O, [N-]=[N+]=[N-], [Na+], CN(C)C=O. Yields the product NCCN1CNc2cc(Cl)c(S(N)(=O)=O)cc2S1(=O)=O. As a reaction SMILES: [Br:1][CH2:2][CH2:3][N:4]1[S:5](=[O:19])(=[O:20])[c:6]2[c:7]([cH:10][c:11]([Cl:18])[c:12]([S:14]([NH2:15])(=[O:16])=[O:17])[cH:13]2)[NH:8][CH2:9]1.[N-:22]=[N+:23]=[N-:24].[Na+:21].[O:25]=[CH:26][N:27]([CH3:28])[CH3:29]>>[CH2:2]([CH2:3][N:4]1[S:5](=[O:19])(=[O:20])[c:6]2[c:7]([cH:10][c:11]([Cl:18])[c:12]([S:14]([NH2:15])(=[O:16])=[O:17])[cH:13]2)[NH:8][CH2:9]1)[NH2:22]. Starting materials: O=C=O, C1CCOC1, CON(C)C(=O)c1c(-c2ccc(Cl)cc2)nsc1-c1ccccc1, CC(C)O. Product: O=Cc1c(-c2ccc(Cl)cc2)nsc1-c1ccccc1. Reaction SMILES: [C:29](=[O:30])=[O:31].[CH2:32]1[O:33][CH2:34][CH2:35][CH2:36]1.[CH3:1][O:2][N:3]([C:4](=[O:5])[c:6]1[c:7](-[c:17]2[cH:18][cH:19][c:20]([Cl:23])[cH:21][cH:22]2)[n:8][s:9][c:10]1-[c:11]1[cH:12][cH:13][cH:14][cH:15][cH:16]1)[CH3:24].[CH:25]([OH:26])([CH3:27])[CH3:28]>>[CH:4](=[O:5])[c:6]1[c:7](-[c:17]2[cH:18][cH:19][c:20]([Cl:23])[cH:21][cH:22]2)[n:8][s:9][c:10]1-[c:11]1[cH:12][cH:13][cH:14][cH:15][cH:16]1. Reactants: C(CCC)C(=O)CCCC (dibutylketone), C(C=1C(O)=CC=CC1)(=O)N (salicylamide), O.C1(=CC=C(C=C1)S(=O)(=O)O)C (p-toluenesulfonic acid monohydrate). Run in C1(=CC=CC=C1)C (toluene). The product is C(CCC)C1(OC2=C(C(N1)=O)C=CC=C2)CCCC (2,2-dibutyl-4-oxo-2,3-dihydro-4H-1,3-benzoxazine). The yield is 92.5%. As a reaction SMILES: [CH2:1]([C:5]([CH2:7][CH2:8][CH2:9][CH3:10])=[O:6])[CH2:2][CH2:3][CH3:4].[C:11]([NH2:20])(=[O:19])[C:12]1[C:13](=[CH:15][CH:16]=[CH:17][CH:18]=1)O.O.C1(C)C=CC(S(O)(=O)=O)=CC=1>C1(C)C=CC=CC=1>[CH2:1]([C:5]1([CH2:7][CH2:8][CH2:9][CH3:10])[NH:20][C:11](=[O:19])[C:12]2[CH:13]=[CH:15][CH:16]=[CH:17][C:18]=2[O:6]1)[CH2:2][CH2:3][CH3:4] |f:2.3|. Procedure: A mixture of 20 g of dibutylketone, 19.3 g of salicylamide and 2.7 g of p-toluenesulfonic acid monohydrate is added to 300 ml of toluene and the mixture is refluxed overnight by making use of a dehydrator of Dean Stark. After cooling, the reaction mixture is washed, dried and evaporated to remove the solvent. The residue is purified by silica gel column chromatography (solvent; hexane:ethyl acetate=95:5) to obtain 34 g of 2,2-dibutyl-4-oxo-2,3-dihydro-4H-1,3-benzoxazine as a yellow oil. Reactants: FC1=CC=C(C(C2=CC=C(C=C2)O)(O)CC)C=C1 (4-fluoro-4'-hydroxy-α-ethyl-benzhydrol), C(CC)N=C=O (n-propyl-isocyanate), C([O-])([O-])=O.[K+].[K+] (potassium carbonate), C(C)#N (acetonitrile). The solvent is C(C)O (ethanol). Product: FC1=CC=C(C(C2=CC=C(C=C2)OC(NCCC)=O)(O)CC)C=C1 (4-Fluoro-4'-(N-propyl-carbamyloxy)-α-ethyl-benzhydrol). As a reaction SMILES: [F:1][C:2]1[CH:18]=[CH:17][C:5]([C:6]([CH2:15][CH3:16])([OH:14])[C:7]2[CH:12]=[CH:11][C:10]([OH:13])=[CH:9][CH:8]=2)=[CH:4][CH:3]=1.[CH2:19]([N:22]=[C:23]=[O:24])[CH2:20][CH3:21].C(=O)([O-])[O-].[K+].[K+].C(#N)C>C(O)C>[F:1][C:2]1[CH:3]=[CH:4][C:5]([C:6]([CH2:15][CH3:16])([OH:14])[C:7]2[CH:12]=[CH:11][C:10]([O:13][C:23](=[O:24])[NH:22][CH2:19][CH2:20][CH3:21])=[CH:9][CH:8]=2)=[CH:17][CH:18]=1 |f:2.3.4|. Procedure: 12.3 g. of 4-fluoro-4'-hydroxy-α-ethyl-benzhydrol, 4.68 g. of n-propyl-isocyanate and 0.7 g. of anhydrous, powdered potassium carbonate in 61 ml. of acetonitrile containing 15 μlit. of a 50% aqueous ethanol solution are refluxed under stirring. When the reaction is complete, the reaction mixture is cooled to room temperature, potassium carbonate is filtered off and acetonitrile is distilled off under reduced pressure. The residue is dissolved in benzene, the benzene solution is shaken with a 5% ...